Dataset: the Open Reaction Database (ORD), a public repository of structured organic reaction records. Task: describe an organic reaction: reactants, conditions, products, and yield Starting materials: BrC=1C=C2C=NN(C2=CC1)C1OCCCC1 (5-bromo-1-(tetrahydro-2H-pyran-2-yl)-1H-indazole), BrC=1C=C2C=NN(C2=CC1)C1OCCCC1 (5-bromo-1-(tetrahydro-2H-pyran-2-yl)-1H-indazole), C(#C)C1CC1 (Ethynylcyclopropane). The reagents and catalysts are Cl[Pd]([P](C1=CC=CC=C1)(C2=CC=CC=C2)C3=CC=CC=C3)([P](C4=CC=CC=C4)(C5=CC=CC=C5)C6=CC=CC=C6)Cl (Pd(PPh3)2Cl2), [Cu]I (CuI). Run in C(C)N(CC)CC (triethylamine). Conditions: temperature 80 celsius, time 16 hour. Product: C1(CC1)C#CC=1C=C2C=NN(C2=CC1)C1OCCCC1 (5-(Cyclopropylethynyl)-1-(tetrahydro-2H-pyran-2-yl)-1H-indazole). Isolated yield 91.3%. As a reaction SMILES: Br[C:2]1[CH:3]=[C:4]2[C:8](=[CH:9][CH:10]=1)[N:7]([CH:11]1[CH2:16][CH2:15][CH2:14][CH2:13][O:12]1)[N:6]=[CH:5]2.[C:17]([CH:19]1[CH2:21][CH2:20]1)#[CH:18]>Cl[Pd](Cl)([P](C1C=CC=CC=1)(C1C=CC=CC=1)C1C=CC=CC=1)[P](C1C=CC=CC=1)(C1C=CC=CC=1)C1C=CC=CC=1.[Cu]I.C(N(CC)CC)C>[CH:19]1([C:17]#[C:18][C:2]2[CH:3]=[C:4]3[C:8](=[CH:9][CH:10]=2)[N:7]([CH:11]2[CH2:16][CH2:15][CH2:14][CH2:13][O:12]2)[N:6]=[CH:5]3)[CH2:21][CH2:20]1 |^1:24,43|. Procedure details: A 1 L three-necked round bottom flask was charged with 5-bromo-1-(tetrahydro-2H-pyran-2-yl)-1H-indazole (31.2 g, 111 mmol; Intermediate 1) and triethylamine (500 mL). The flask was degassed with three vacuum/N2 cycles, followed by the addition of Pd(PPh3)2Cl2 (7.7 g, 11 mmol) and CuI (2.1 g, 11 mmol) under N2 atmosphere. The flask was again degassed with three vacuum/N2 cycles. Ethynylcyclopropane (70% in toluene, 20.9 g, 222 mmol) was then added via syringe and the reaction mixture was stirred ...